This data is from the Open Reaction Database (ORD), a public repository of structured organic reaction records. The task is: describe an organic reaction: reactants, conditions, products, and yield Starting materials: O (water), BrCCBr (1,2-Dibromoethane), BrC=1C=C(C=O)C=C(C1O)Br (3,5-dibromo-4-hydroxybenzaldehyde), C([O-])([O-])=O.[K+].[K+] (potassium carbonate). The solvent is CN(C)C=O (DMF). Run at temperature 70 celsius, time 16 hour. Product: BrCCOC1=C(C=C(C=O)C=C1Br)Br (4-(2-Bromoethoxy)-3,5-dibromobenzaldehyde). Reaction SMILES: [Br:1][CH2:2][CH2:3]Br.[Br:5][C:6]1[CH:7]=[C:8]([CH:11]=[C:12]([Br:15])[C:13]=1[OH:14])[CH:9]=[O:10].C(=O)([O-])[O-].[K+].[K+].O>CN(C=O)C>[Br:1][CH2:2][CH2:3][O:14][C:13]1[C:6]([Br:5])=[CH:7][C:8]([CH:9]=[O:10])=[CH:11][C:12]=1[Br:15] |f:2.3.4|. Procedure details: 1,2-Dibromoethane (62 mL, 0.72 moles) was added to a mixture of 3,5-dibromo-4-hydroxybenzaldehyde (10 g, 36 mmoles) and potassium carbonate (25 g, 180 mmoles) in DMF (100 ml) and the resulting mixture was stirred vigorously at 70° C. for 16 hours. After cooling, the mixture was poured into water (300 mL) and extracted with ethyl acetate (400 mL). Water (200 mL) was added to the aqueous phase and this was extracted with ethyl acetate (150 mL). The combined organic phases were washed with saturate... Starting materials: C1(=CC=CC=C1)C(N1CCN(CC1)CCCN)C1=CC=CC=C1 (4-(diphenylmethyl)-1-piperazinepropanamine), ClC=1C=CC=2N(N1)C=C(N2)C(C(=O)OCC)(C)C (ethyl 2-(6-chloroimidazo[1,2-b]pyridazin-2-yl]-2-methylpropionate), C([O-])(O)=O.[Na+] (sodium bicarbonate). Product: Cl.Cl.Cl.C1(=CC=CC=C1)C(N1CCN(CC1)CCCNC=1C=CC=2N(N1)C=C(N2)C(C(=O)OCC)(C)C)C2=CC=CC=C2 (ethyl 2-[6-[3-[4-(diphenylmethyl)piperazino] propylamino]imidazo[1,2-b]pyridazin-2-yl]-2-methylpropionate trihydrochloride). The yield is 109.4%. RXN SMILES: [C:1]1([CH:7]([C:18]2[CH:23]=[CH:22][CH:21]=[CH:20][CH:19]=2)[N:8]2[CH2:13][CH2:12][N:11]([CH2:14][CH2:15][CH2:16][NH2:17])[CH2:10][CH2:9]2)[CH:6]=[CH:5][CH:4]=[CH:3][CH:2]=1.[Cl:24][C:25]1[CH:26]=[CH:27][C:28]2[N:29]([CH:31]=[C:32]([C:34]([CH3:41])([CH3:40])[C:35]([O:37][CH2:38][CH3:39])=[O:36])[N:33]=2)[N:30]=1.C(=O)(O)[O-].[Na+]>>[ClH:24].[ClH:24].[ClH:24].[C:18]1([CH:7]([C:1]2[CH:2]=[CH:3][CH:4]=[CH:5][CH:6]=2)[N:8]2[CH2:9][CH2:10][N:11]([CH2:14][CH2:15][CH2:16][NH:17][C:25]3[CH:26]=[CH:27][C:28]4[N:29]([CH:31]=[C:32]([C:34]([CH3:40])([CH3:41])[C:35]([O:37][CH2:38][CH3:39])=[O:36])[N:33]=4)[N:30]=3)[CH2:12][CH2:13]2)[CH:23]=[CH:22][CH:21]=[CH:20][CH:19]=1 |f:2.3,4.5.6.7|. Reported procedure: 1.31 g of 4-(diphenylmethyl)-1-piperazinepropanamine and 567 mg of ethyl 2-(6-chloroimidazo[1,2-b]pyridazin-2-yl]-2-methylpropionate were stirred at 185° C. for 3 hours. After cooling, aqueous sodium bicarbonate was added, followed by extraction with ethyl acetate; the extract was washed with saturated saline and dried with magnesium sulfate. The dry product was concentrated under reduced pressure; the residue was subjected to silica gel column chromatography and eluted with ethyl acetate:methan...